This data is from the Open Reaction Database (ORD), a public repository of structured organic reaction records. The task is: describe an organic reaction: reactants, conditions, products, and yield Procedure details: The title compound was prepared similarly to literature procedure (Caliendo, G; et. al.; Bioorg. Med Chem. Lett., 2002, 10, 2663), but in one step. Commercially available 3-amino-4-hydroxybenzonitrile (2.5 g, 18.6 mmol) was dissolved in chloroform (300 mL) and saturated sodium bicarbonate (90 mL). The biphasic reaction mixture was cooled to 0° C. and bromoacetyl bromide (2.4 mL, 28 mmol) was added dropwise. The reaction was stirred overnight at room temperature. The layers were separated and the... Yields the product O=C1COC2=C(N1)C=C(C=C2)C#N (3-Oxo-3,4-dihydro-2H-1,4-benzoxazine-6-carbonitrile). Run at temperature 0 celsius, time 8 hour. Reaction SMILES: [NH2:1][C:2]1[CH:3]=[C:4]([CH:7]=[CH:8][C:9]=1[OH:10])[C:5]#[N:6].C(=O)(O)[O-].[Na+].Br[CH2:17][C:18](Br)=[O:19]>C(Cl)(Cl)Cl>[O:19]=[C:18]1[NH:1][C:2]2[CH:3]=[C:4]([C:5]#[N:6])[CH:7]=[CH:8][C:9]=2[O:10][CH2:17]1 |f:1.2|. The solvent is C(Cl)(Cl)Cl (chloroform). Reactants: C([O-])(O)=O.[Na+] (sodium bicarbonate), NC=1C=C(C#N)C=CC1O (3-amino-4-hydroxybenzonitrile), BrCC(=O)Br (bromoacetyl bromide). Reactants: PTFE, C(C1=CC=CC=C1)(=O)NC(C(=O)OC)C1=CC(=C(C=C1C)C(=O)OC)OC (methyl 2-benzamido-2-(4-methoxycarbonyl-3-methoxy-6-methylphenyl)acetate), stainless steel. Solvent: Cl (hydrochloric acid). The product is C(=O)(O)C1=C(C=C(C(=C1)C)C(N)C(=O)O)O (2-(4-Carboxy-3-hydroxy-6-methylphenyl)glycine). RXN SMILES: C([NH:9][CH:10]([C:15]1[C:20]([CH3:21])=[CH:19][C:18]([C:22]([O:24]C)=[O:23])=[C:17]([O:26]C)[CH:16]=1)[C:11]([O:13]C)=[O:12])(=O)C1C=CC=CC=1>Cl>[C:22]([C:18]1[CH:19]=[C:20]([CH3:21])[C:15]([CH:10]([C:11]([OH:13])=[O:12])[NH2:9])=[CH:16][C:17]=1[OH:26])([OH:24])=[O:23]. Reported procedure: A stirred suspension of methyl 2-benzamido-2-(4-methoxycarbonyl-3-methoxy-6-methylphenyl)acetate (120 mg, 0.32 mmol) in aqueous hydrochloric acid (5M, 3 ml) was heated to 110° C. for 7 days in a PTFE lined stainless steel sealed reaction vessel. The contents were periodically cooled, evaporated and topped up with an equivalent amount of fresh aqueous hydrochloric acid. The contents were cooled and chromatographed on ion exchange resin following the procedure described in Example 1 (iii) to give ... The reactants are CI, CC1CCC(N2CC(F)(F)C(=O)Nc3cnc(Cl)nc32)C1, Cl, [H-], [Na+]. Yields the product CC1CCC(N2CC(F)(F)C(=O)N(C)c3cnc(Cl)nc32)C1. RXN SMILES: [CH3:24][I:25].[Cl:1][c:2]1[n:3][cH:4][c:5]2[c:6]([n:21]1)[N:7]([CH:15]1[CH2:16][CH:17]([CH3:20])[CH2:18][CH2:19]1)[CH2:8][C:9]([F:13])([F:14])[C:10](=[O:12])[NH:11]2.[ClH:26].[H-:22].[Na+:23]>>[Cl:1][c:2]1[n:3][cH:4][c:5]2[c:6]([n:21]1)[N:7]([CH:15]1[CH2:16][CH:17]([CH3:20])[CH2:18][CH2:19]1)[CH2:8][C:9]([F:13])([F:14])[C:10](=[O:12])[N:11]2[CH3:24]. Reactants: BrB(Br)Br, COc1ccc(S(=O)(=O)C(C)(C)C(=O)Nc2cc(C(C)(C)C)on2)cc1, ClCCl, [Na+], O=C([O-])O. Yields the product CC(C)(C)c1cc(NC(=O)C(C)(C)S(=O)(=O)c2ccc(O)cc2)no1. Reaction SMILES: [B:27]([Br:28])([Br:29])[Br:30].[C:1]([CH3:2])([CH3:3])([CH3:4])[c:5]1[cH:6][c:7]([NH:10][C:11]([C:12]([CH3:13])([CH3:14])[S:15](=[O:16])(=[O:17])[c:18]2[cH:19][cH:20][c:21]([O:24][CH3:25])[cH:22][cH:23]2)=[O:26])[n:8][o:9]1.[Cl:36][CH2:37][Cl:38].[Na+:35].[O-:31][C:32]([OH:33])=[O:34]>>[C:1]([CH3:2])([CH3:3])([CH3:4])[c:5]1[cH:6][c:7]([NH:10][C:11]([C:12]([CH3:13])([CH3:14])[S:15](=[O:16])(=[O:17])[c:18]2[cH:19][cH:20][c:21]([OH:24])[cH:22][cH:23]2)=[O:26])[n:8][o:9]1. Starting materials: C1CCOC1, COC(=O)COc1ccc(Sc2cc(C#Cc3ccc(CO)cc3)nc(C#Cc3ccc(CO)cc3)c2)c2c1CCC2, CCOC(C)=O, CCO, Cl, [Na+], [OH-], O. Yields the product O=C(O)COc1ccc(Sc2cc(C#Cc3ccc(CO)cc3)nc(C#Cc3ccc(CO)cc3)c2)c2c1CCC2. Reaction SMILES: [CH2:51]1[O:52][CH2:53][CH2:54][CH2:55]1.[CH3:1][O:2][C:3]([CH2:4][O:5][c:6]1[c:7]2[c:11]([c:12]([S:15][c:16]3[cH:17][c:18]([C:32]#[C:33][c:34]4[cH:35][cH:36][c:37]([CH2:40][OH:41])[cH:38][cH:39]4)[n:19][c:20]([C:22]#[C:23][c:24]4[cH:25][cH:26][c:27]([CH2:30][OH:31])[cH:28][cH:29]4)[cH:21]3)[cH:13][cH:14]1)[CH2:10][CH2:9][CH2:8]2)=[O:42].[CH3:45][CH2:46][O:47][C:48](=[O:49])[CH3:50].[CH3:56][CH2:57][OH:58].[ClH:43].[Na+:60].[OH-:59].[OH2:44]>>[O:2]=[C:3]([CH2:4][O:5][c:6]1[c:7]2[c:11]([c:12]([S:15][c:16]3[cH:17][c:18]([C:32]#[C:33][c:34]4[cH:35][cH:36][c:37]([CH2:40][OH:41])[cH:38][cH:39]4)[n:19][c:20]([C:22]#[C:23][c:24]4[cH:25][cH:26][c:27]([CH2:30][OH:31])[cH:28][cH:29]4)[cH:21]3)[cH:13][cH:14]1)[CH2:10][CH2:9][CH2:8]2)[OH:42]. As a reaction SMILES: FC(F)(F)C(O)=[O:4].N1C=CC=CC=1.[CH:14]1([N:20]=[C:21]=[N:22][CH:23]2[CH2:28][CH2:27][CH2:26][CH2:25][CH2:24]2)[CH2:19][CH2:18][CH2:17][CH2:16][CH2:15]1.CS(C)=O.C1(C)C=CC=CC=1>C(OCC)(=O)C>[C:21]([NH:20][CH:14]1[CH2:15][CH2:16][CH2:17][CH2:18][CH2:19]1)([NH:22][CH:23]1[CH2:28][CH2:27][CH2:26][CH2:25][CH2:24]1)=[O:4] |f:0.1|. Reaction conditions: time 18 hour. Reported procedure: 0.651 mmol of Boc-L-valyl-(2Rs, 3RS)-3-amino-2-hydroxypentanoyl-D-leucine t-butyl ester were admixed with 69.5 (0.360 mmol) of pyridine trifluoroacetate, 408.8 mg (1.982 mmol) of dicyclohexylcarbodiimide, 1.3 ml of DMSO and 2.5 ml of toluene. The reaction mixture was stirred at room temperature for 18 hours. After the completion of the reaction, the reaction mixture, having a yellow color, was diluted with 10 ml of ethyl acetate. Dicyclohexylurea thus formed was separated off by filtration. The ... The solvent is C(C)(=O)OCC (ethyl acetate). Reactants: CS(=O)C (DMSO), Boc-L-valyl-(2Rs, 3RS)-3-amino-2-hydroxypentanoyl-D-leucine t-butyl ester, C1(CCCCC1)N=C=NC1CCCCC1 (dicyclohexylcarbodiimide), 69.5, FC(C(=O)O)(F)F.N1=CC=CC=C1 (pyridine trifluoroacetate), C1(=CC=CC=C1)C (toluene). Product: C(=O)(NC1CCCCC1)NC1CCCCC1 (Dicyclohexylurea). Solvent: O (water), O (water). Run at time 4 hour. The product is CC(=CCC[C@@](C)([C@H]1CC[C@@]2([C@@H]1[C@@H](C[C@H]3[C@]2(CC[C@@H]4[C@@]3(CC[C@@H](C4(C)C)O[C@H]5[C@@H]([C@H]([C@@H]([C@H](O5)CO)O)O)O[C@H]6[C@@H]([C@H]([C@@H]([C@H](O6)CO)O)O)O)C)C)O)C)O)C (ginsenoside Rg3). RXN SMILES: [CH3:1][C:2]([CH3:55])=[CH:3][CH2:4][CH2:5][C@@:6]([OH:54])([C@@H:8]1[C@H:12]2[C@H:13]([OH:52])[CH2:14][C@@H:15]3[C@@:20]4([CH3:50])[CH2:21][CH2:22][C@H:23]([O:27][C@@H:28]5[O:33][C@H:32]([CH2:34][OH:35])[C@@H:31]([OH:36])[C@H:30]([OH:37])[C@H:29]5[O:38][C@@H:39]5[O:44][C@H:43]([CH2:45][OH:46])[C@@H:42]([OH:47])[C@H:41]([OH:48])[C@H:40]5[OH:49])[C:24]([CH3:26])([CH3:25])[C@@H:19]4[CH2:18][CH2:17][C@@:16]3([CH3:51])[C@:11]2([CH3:53])[CH2:10][CH2:9]1)[CH3:7]>O>[CH3:1][C:2]([CH3:55])=[CH:3][CH2:4][CH2:5][C@:6]([OH:54])([C@@H:8]1[C@H:12]2[C@H:13]([OH:52])[CH2:14][C@@H:15]3[C@@:20]4([CH3:50])[CH2:21][CH2:22][C@H:23]([O:27][C@@H:28]5[O:33][C@H:32]([CH2:34][OH:35])[C@@H:31]([OH:36])[C@H:30]([OH:37])[C@H:29]5[O:38][C@@H:39]5[O:44][C@H:43]([CH2:45][OH:46])[C@@H:42]([OH:47])[C@H:41]([OH:48])[C@H:40]5[OH:49])[C:24]([CH3:25])([CH3:26])[C@@H:19]4[CH2:18][CH2:17][C@@:16]3([CH3:51])[C@:11]2([CH3:53])[CH2:10][CH2:9]1)[CH3:7]. Procedure: Take 100 ml of 20(R)-ginsenoside Rg3 composition solution obtained from Operation Example 1, add water for injection to 1000 ml, and add 0.1 grams of injection grade active carbon and mix to uniformity. Leave it at 80° C. for 30 minutes, remove the pyrogen with 0.45 μm micropore membrane filtering, sterilize with a 0.22 μm micropore filter membrane under sterile conditions, dispense into a 10 ml sterile antibiotics tube vial under sterile conditions, and the quantity of each tube vial is 4.5˜4.9... Reactants: CC(=CCC[C@](C)([C@H]1CC[C@@]2([C@@H]1[C@@H](C[C@H]3[C@]2(CC[C@@H]4[C@@]3(CC[C@@H](C4(C)C)O[C@H]5[C@@H]([C@H]([C@@H]([C@H](O5)CO)O)O)O[C@H]6[C@@H]([C@H]([C@@H]([C@H](O6)CO)O)O)O)C)C)O)C)O)C (20(R)-ginsenoside Rg3).